Dataset: the Open Reaction Database (ORD), a public repository of structured organic reaction records. Task: describe an organic reaction: reactants, conditions, products, and yield The reactants are Ic1c[nH]c2ncccc12, CC1(C)OB(OC1(C)C)c2cnc(nc2)n3cccn3. Reagents/catalysts: CCN=P(N=P(N(C)C)(N(C)C)N(C)C)(N(C)C)N(C)C (P2-Et), CC(C)c1cc(C(C)C)c(-c2ccccc2[PH](C(C)(C)C)(C(C)(C)C)[Pd]2(OS(C)(=O)=O)Nc3ccccc3-c3ccccc32)c(C(C)C)c1 (tBuXphos G3). The solvent is CS(C)=O (DMSO), O (water), CS(C)=O (DMSO), CS(C)=O (DMSO), CS(C)=O (DMSO). Reaction conditions: time 22 hour. Product: c1cnc2[nH]cc(c3cnc(nc3)n4cccn4)c2c1, Ic1c[nH]c2ncccc12, c1ccc(-c2ccccc2)cc1. The reactants are CC=CC#N, CCC(CC)C(=O)NC(C(=O)[O-])C(=O)[O-], CC(CCN)C(N)C(=O)O. Product: O=C([O-])CC(=O)[O-], CC(CCN)C(N)C(=O)O. As a reaction SMILES: [C:26](#[N:27])[CH:28]=[CH:29][CH3:30].[CH2:11]([CH:12]([CH2:13][CH3:14])[C:15]([NH:16][CH:17]([C:18](=[O:19])[O-:20])[C:21](=[O:22])[O-:23])=[O:24])[CH3:25].[CH3:1][CH:2]([CH:3]([NH2:4])[C:5](=[O:6])[OH:7])[CH2:8][CH2:9][NH2:10]>>[CH2:17]([C:18](=[O:19])[O-:20])[C:21](=[O:22])[O-:23].[CH3:1][CH:2]([CH:3]([NH2:4])[C:5](=[O:6])[OH:7])[CH2:8][CH2:9][NH2:10]. Starting materials: NCC1CCCCC1 (aminomethyl-cyclohexane), COC1=C2CCC(C(C2=CC=C1)CC(=O)OCC)=O (ethyl 1,2,3,4-tetrahydro-5-methoxy-2-oxo-1-naphthylacetate), O (water). Run in C1(=CC=CC=C1)C (toluene). Run at time 10 hour. Yields the product C1(CCCCC1)CN1C(C[C@@H]2C3=C(CC[C@H]12)C(=CC=C3)OC)=O (rac-cis-3-cyclohexylmethyl-1,3,3a, 4, 5,9b-hexahydro-6-methoxy-2H-benzo[e]indol-2-one). Isolated yield 79.9%. RXN SMILES: [CH3:1][O:2][C:3]1[CH:12]=[CH:11][CH:10]=[C:9]2[C:4]=1[CH2:5][CH2:6][C:7](=O)[CH:8]2[CH2:13][C:14]([O:16]CC)=O.[NH2:20][CH2:21][CH:22]1[CH2:27][CH2:26][CH2:25][CH2:24][CH2:23]1.O>C1(C)C=CC=CC=1>[CH:22]1([CH2:21][N:20]2[C@@H:7]3[C@@H:8]([C:9]4[CH:10]=[CH:11][CH:12]=[C:3]([O:2][CH3:1])[C:4]=4[CH2:5][CH2:6]3)[CH2:13][C:14]2=[O:16])[CH2:27][CH2:26][CH2:25][CH2:24][CH2:23]1. Procedure details: 4.0 g (0.01525 mol) of ethyl 1,2,3,4-tetrahydro-5-methoxy-2-oxo-1-naphthylacetate were dissolved in 80 ml of toluene, 1.98 ml (0.01525 mol) of aminomethyl-cyclohexane were added thereto and the mixture was boiled for 23 hours on a water separator. After concentration the residue was hydrogenated with 1.5 g of Raney-nickel in 150 ml of ethanol at 120° and 140 bar for 10 hours. After chromatography over silica gel with cyclohexane/ethyl acetate 3:1 the product was dissolved in hot isopropyl ether ... Reactants: C=CCN, CC#N, CCN(C(C)C)C(C)C, Cc1ccc(S(=O)(=O)OCCc2ccccc2F)cc1, [Na+], [OH-]. The product is C=CCNCCc1ccccc1F. Reaction SMILES: [CH2:1]([CH:2]=[CH2:3])[NH2:4].[CH3:36][C:37]#[N:38].[CH:5]([N:6]([CH:7]([CH3:8])[CH3:9])[CH2:10][CH3:11])([CH3:12])[CH3:13].[F:14][c:15]1[c:16]([CH2:21][CH2:22][O:23][S:24]([c:25]2[cH:26][cH:27][c:28]([CH3:29])[cH:30][cH:31]2)(=[O:32])=[O:33])[cH:17][cH:18][cH:19][cH:20]1.[Na+:35].[OH-:34]>>[CH2:1]([CH:2]=[CH2:3])[NH:4][CH2:22][CH2:21][c:16]1[c:15]([F:14])[cH:20][cH:19][cH:18][cH:17]1.